This data is from the Open Reaction Database (ORD), a public repository of structured organic reaction records. The task is: describe an organic reaction: reactants, conditions, products, and yield Starting materials: C(=O)(O)[O-].[Na+] (NaHCO3), C1(=CC=CC=C1)C(N1CC(C1)SCCCCC)C1=CC=CC=C1 (1-(Diphenylmethyl)-3-(pentylthio)azetidine), OS(=O)(=O)O (H2SO4), O (water), OOS(=O)[O-].[K+] (oxone). Solvent: CO (methanol). Conditions: time 10 minute. Yields the product C1(=CC=CC=C1)C(N1CC(C1)S(=O)(=O)CCCCC)C1=CC=CC=C1 (1-(Diphenylmethyl)-3-(pentylsulfonyl)azetidine). Isolated yield 30.0%. RXN SMILES: [C:1]1([CH:7]([C:18]2[CH:23]=[CH:22][CH:21]=[CH:20][CH:19]=2)[N:8]2[CH2:11][CH:10]([S:12][CH2:13][CH2:14][CH2:15][CH2:16][CH3:17])[CH2:9]2)[CH:6]=[CH:5][CH:4]=[CH:3][CH:2]=1.[OH:24]S(O)(=O)=O.OOS([O-])=O.[K+].C([O-])(O)=O.[Na+].[OH2:40]>CO>[C:18]1([CH:7]([C:1]2[CH:2]=[CH:3][CH:4]=[CH:5][CH:6]=2)[N:8]2[CH2:11][CH:10]([S:12]([CH2:13][CH2:14][CH2:15][CH2:16][CH3:17])(=[O:24])=[O:40])[CH2:9]2)[CH:19]=[CH:20][CH:21]=[CH:22][CH:23]=1 |f:2.3,4.5|. Procedure: To a solution of 1-(diphenylmethyl)-3-(pentylthio)azetidine (228 mg, 0.70 mmol; which may be prepared as described in Step 2) in methanol (6.3 mL) and water (6.3 mL) was added H2SO4 1N (0.7 mL). The reaction mixture was stirred for 10 minutes, then oxone (1.08 g, 1.75 mmol) was added and the mixture stirred at room temperature for 12 h. A solution of saturated NaHCO3 (5 mL) was added and the mixture extracted with ethyl acetate. The two layers were separated and the organic washed with brine, dr... The reactants are C(CCCCCCCCCCCCCCC)(=O)OC(CC(=O)NCCCCC(=O)O)CCCCCCCCCCCCCCC (N-(3-hexadecanoyloxyoctadecanoyl)-5-aminopentanoic acid), N[C@@H](CCC(=O)OCC1=CC=CC=C1)C(=O)OCC1=CC=CC=C1 (dibenzyl L-glutamate). Product: C(CCCCCCCCCCCCCCC)(=O)OC(CC(=O)NCCCCC(=O)N[C@@H](CCC(=O)OCC1=CC=CC=C1)C(=O)OCC1=CC=CC=C1)CCCCCCCCCCCCCCC (dibenzyl N-[N-(3-hexadecanoyloxyoctadecanoyl)-5-aminopentanoyl]-L-glutamate). Yield: 79.7%. As a reaction SMILES: [C:1]([O:18][CH:19]([CH2:31][CH2:32][CH2:33][CH2:34][CH2:35][CH2:36][CH2:37][CH2:38][CH2:39][CH2:40][CH2:41][CH2:42][CH2:43][CH2:44][CH3:45])[CH2:20][C:21]([NH:23][CH2:24][CH2:25][CH2:26][CH2:27][C:28]([OH:30])=O)=[O:22])(=[O:17])[CH2:2][CH2:3][CH2:4][CH2:5][CH2:6][CH2:7][CH2:8][CH2:9][CH2:10][CH2:11][CH2:12][CH2:13][CH2:14][CH2:15][CH3:16].[NH2:46][C@H:47]([C:60]([O:62][CH2:63][C:64]1[CH:69]=[CH:68][CH:67]=[CH:66][CH:65]=1)=[O:61])[CH2:48][CH2:49][C:50]([O:52][CH2:53][C:54]1[CH:59]=[CH:58][CH:57]=[CH:56][CH:55]=1)=[O:51]>>[C:1]([O:18][CH:19]([CH2:31][CH2:32][CH2:33][CH2:34][CH2:35][CH2:36][CH2:37][CH2:38][CH2:39][CH2:40][CH2:41][CH2:42][CH2:43][CH2:44][CH3:45])[CH2:20][C:21]([NH:23][CH2:24][CH2:25][CH2:26][CH2:27][C:28]([NH:46][C@H:47]([C:60]([O:62][CH2:63][C:64]1[CH:65]=[CH:66][CH:67]=[CH:68][CH:69]=1)=[O:61])[CH2:48][CH2:49][C:50]([O:52][CH2:53][C:54]1[CH:59]=[CH:58][CH:57]=[CH:56][CH:55]=1)=[O:51])=[O:30])=[O:22])(=[O:17])[CH2:2][CH2:3][CH2:4][CH2:5][CH2:6][CH2:7][CH2:8][CH2:9][CH2:10][CH2:11][CH2:12][CH2:13][CH2:14][CH2:15][CH3:16]. Procedure details: Starting from N-(3-hexadecanoyloxyoctadecanoyl)-5-aminopentanoic acid (1.27 g) prepared by the method of Preparation B-6 and dibenzyl L-glutamate (0.65 g), dibenzyl N-[N-(3-hexadecanoyloxyoctadecanoyl)-5-aminopentanoyl]-L-glutamate (1.5 g) was obtained as crystal according to a similar manner to that of Example 2. The reactants are N(=O)[O-].[Na+] (sodium nitrite), C[Si]([Si](C)(C)C)(C)C (hexamethyldisilane), II (iodine), C(Cl)(Cl)(Cl)Cl (carbon tetrachloride), C(C)(=O)OC[C@@H](C)N1C(C2=CC=C(C(=C2C=C1)N)Cl)=O ((R)-2-(5-amino-6-chloro-1-oxoisoquinolin-2(1H)-yl)propyl acetate), C(Cl)Cl (methylene chloride). Reagents/catalysts: [Cl-].C(C1=CC=CC=C1)[N+](CC)(CC)CC (benzyltriethylammonium chloride). Conditions: time 40 minute. The product is C(C)(=O)OC[C@@H](C)N1C(C2=CC=C(C(=C2C=C1)I)Cl)=O ((R)-2-(6-Chloro-5-iodo-1-oxoisoquinolin-2(1H)-yl)propyl acetate). RXN SMILES: N([O-])=O.[Na+].C[Si](C)(C)[Si](C)(C)C.[I:13]I.C(Cl)(Cl)(Cl)Cl.[C:20]([O:23][CH2:24][C@H:25]([N:27]1[CH:36]=[CH:35][C:34]2[C:29](=[CH:30][CH:31]=[C:32]([Cl:38])[C:33]=2N)[C:28]1=[O:39])[CH3:26])(=[O:22])[CH3:21].C(Cl)Cl>[Cl-].C([N+](CC)(CC)CC)C1C=CC=CC=1>[C:20]([O:23][CH2:24][C@H:25]([N:27]1[CH:36]=[CH:35][C:34]2[C:29](=[CH:30][CH:31]=[C:32]([Cl:38])[C:33]=2[I:13])[C:28]1=[O:39])[CH3:26])(=[O:22])[CH3:21] |f:0.1,7.8|. Procedure: To a solution of sodium nitrite (1 g, 0.02 mol), hexamethyldisilane (3 g, 0.02 mol), iodine (5 g, 0.02 mol) and benzyltriethylammonium chloride (0.3 g, 0.001 mol) in carbon tetrachloride (100 mL, 1 mol) was added a solution of (R)-2-(5-amino-6-chloro-1-oxoisoquinolin-2(1H)-yl)propyl acetate (2.3 g, 0.0070 mol) in methylene chloride (3 mL, 0.05 mol) at 0° C. The mixture was stirred at the same temperature for 40 minutes and then warmed to room temperature overnight. The mixture was purified by fl... Reported procedure: 2-(4-methoxybenzylamino)-5,11-dihydro-11-ethyl-8-[2-(4-pyridyl)ethyl]-5-methyl-6H-dipyrido[3,2-b:2',3'-e][1,4]diazepin-6-one (0.09 g, 0.18 mmol) was treated for 20 h with trifluoroacetic acid (1 mL) under argon. After removal of excess TFA, the residue was stirred in dilute ammonium hydroxide for 5 hours. The product was extracted with ethyl acetate and purified by flash chromatography (elution with methanol-dichloromethane) to give the title compound (48 mg, 71%), m.p. 94°-97° C. The reactants are COC1=CC=C(CNC=2C=CC=3N(C(C4=C(N(C3N2)CC)N=CC(=C4)CCC4=CC=NC=C4)=O)C)C=C1 (2-(4-methoxybenzylamino)-5,11-dihydro-11-ethyl-8-[2-(4-pyridyl)ethyl]-5-methyl-6H-dipyrido[3,2-b:2',3'-e][1,4]diazepin-6-one), FC(C(=O)O)(F)F (trifluoroacetic acid). The product is NC=1C=CC=2N(C(C3=C(N(C2N1)CC)N=CC(=C3)CCC3=CC=NC=C3)=O)C (2-Amino-5,11-dihydro-11-ethyl-8-[2-(4-pyridyl)ethyl]-5-methyl-6H-dipyrido[3,2-b:2',3'-e][1,4]diazepin-6-one). Yield: 71.2%. Run at time 5 hour. Reaction SMILES: COC1C=CC(C[NH:8][C:9]2[CH:10]=[CH:11][C:12]3[N:13]([CH3:35])[C:14](=[O:34])[C:15]4[CH:25]=[C:24]([CH2:26][CH2:27][C:28]5[CH:33]=[CH:32][N:31]=[CH:30][CH:29]=5)[CH:23]=[N:22][C:16]=4[N:17]([CH2:20][CH3:21])[C:18]=3[N:19]=2)=CC=1.FC(F)(F)C(O)=O>>[NH2:8][C:9]1[CH:10]=[CH:11][C:12]2[N:13]([CH3:35])[C:14](=[O:34])[C:15]3[CH:25]=[C:24]([CH2:26][CH2:27][C:28]4[CH:33]=[CH:32][N:31]=[CH:30][CH:29]=4)[CH:23]=[N:22][C:16]=3[N:17]([CH2:20][CH3:21])[C:18]=2[N:19]=1. Yields the product COP(=O)(C#Cc1c(-c2ccc(F)cc2)cc(-c2ccccc2)nc1C(C)C)CC(O)CC(=O)O. As a reaction SMILES: [C:71]([OH:72])(=[O:73])[CH3:74].[CH2:54]([N+:55]([CH2:56][CH2:57][CH2:58][CH3:59])([CH2:60][CH2:61][CH2:62][CH3:63])[CH2:64][CH2:65][CH2:66][CH3:67])[CH2:68][CH2:69][CH3:70].[CH2:78]1[O:79][CH2:80][CH2:81][CH2:82]1.[CH3:1][C:2]([Si:3]([c:4]1[cH:5][cH:41][cH:42][cH:43][cH:44]1)([O:6][CH:7]([CH2:8][C:9](=[O:10])[OH:11])[CH2:12][P:13](=[O:14])([O:15][CH3:16])[C:17]#[C:18][c:19]1[c:20]([CH:38]([CH3:39])[CH3:40])[n:21][c:22](-[c:32]2[cH:33][cH:34][cH:35][cH:36][cH:37]2)[cH:23][c:24]1-[c:25]1[cH:26][cH:27][c:28]([F:31])[cH:29][cH:30]1)[c:45]1[cH:46][cH:47][cH:48][cH:49][cH:50]1)([CH3:51])[CH3:52].[CH3:84][CH2:85][O:86][CH2:87][CH3:88].[F-:53].[N+:75](=[CH2:76])=[N-:77].[OH2:83]>>[OH:6][CH:7]([CH2:8][C:9](=[O:10])[OH:11])[CH2:12][P:13](=[O:14])([O:15][CH3:16])[C:17]#[C:18][c:19]1[c:20]([CH:38]([CH3:39])[CH3:40])[n:21][c:22](-[c:32]2[cH:33][cH:34][cH:35][cH:36][cH:37]2)[cH:23][c:24]1-[c:25]1[cH:26][cH:27][c:28]([F:31])[cH:29][cH:30]1. Starting materials: CC(=O)O, CCCC[N+](CCCC)(CCCC)CCCC, C1CCOC1, COP(=O)(C#Cc1c(-c2ccc(F)cc2)cc(-c2ccccc2)nc1C(C)C)CC(CC(=O)O)O[Si](c1ccccc1)(c1ccccc1)C(C)(C)C, CCOCC, [F-], C=[N+]=[N-], O.